From a dataset of the Open Reaction Database (ORD), a public repository of structured organic reaction records. describe an organic reaction: reactants, conditions, products, and yield Starting materials: N1C(=O)NC(=O)C(=C1)CC(=O)O (Uracil-5-ylacetic Acid), CN1CCOCC1 (N-methylmorpholine), C(=O)(OC(C)(C)C)C(CNCC(=O)OCC)N (Ethyl N-(2-BOC-aminoethyl)glycinate), F[B-](F)(F)F.O=C1N(N=NC2=C1C=CC=C2)OC(=[N+](C)C)N(C)C (O-(3,4-dihydro-4-oxo-1,2,3-benzotriazin-3-yl)-N,N,N′,N′-tetramethyl uronium tetrafluoroborate). Run in C(C)(=O)OCC (ethyl acetate), CN(C)C=O (DMF). Run at temperature 0 celsius, time 3 hour. Yields the product C(=O)(OC(C)(C)C)C(CN(CC(=O)OCC)C(CC=1C(NC(NC1)=O)=O)=O)N (Ethyl N-(2-BOC-aminoethyl)-N-(uracil-5-ylacetyl)glycinate). As a reaction SMILES: [NH:1]1[CH:8]=[C:7]([CH2:9][C:10]([OH:12])=O)[C:5](=[O:6])[NH:4][C:2]1=[O:3].CN1CCOCC1.[C:20]([CH:27]([NH2:36])[CH2:28][NH:29][CH2:30][C:31]([O:33][CH2:34][CH3:35])=[O:32])([O:22][C:23]([CH3:26])([CH3:25])[CH3:24])=[O:21].F[B-](F)(F)F.O=C1C2C=CC=CC=2N=NN1OC(N(C)C)=[N+](C)C>C(OCC)(=O)C.CN(C=O)C>[C:20]([CH:27]([NH2:36])[CH2:28][N:29]([C:10](=[O:12])[CH2:9][C:7]1[C:5](=[O:6])[NH:4][C:2](=[O:3])[NH:1][CH:8]=1)[CH2:30][C:31]([O:33][CH2:34][CH3:35])=[O:32])([O:22][C:23]([CH3:26])([CH3:25])[CH3:24])=[O:21] |f:3.4|. Procedure details: Uracil-5-ylacetic acid (34, 1.0 g, 5.9 mmol) was transferred to a round bottomed flask equipped with a septum through which a flow of nitrogen was applied. Dry DMF (10 ml) and N-methylmorpholine (1.9 ml, 17.6 mmol) were transferred to the flask and the mixture was cooled to 0° C. Ethyl N-(2-BOC-aminoethyl)glycinate (1.6 g, 6.5 mmol) and O-(3,4-dihydro-4-oxo-1,2,3-benzotriazin-3-yl)-N,N,N′,N′-tetramethyl uronium tetrafluoroborate (TDBTU, 2.5 g, 7.0 mmol) were added to the mixture. The reaction mi... Reactants: [Br-], CC(C)(C)OC(=O)N1CCc2ccc(Cl)c(CCl)c2CC1, C1CCOC1, [Li+]. The product is CC(C)(C)OC(=O)N1CCc2ccc(Cl)c(CBr)c2CC1. As a reaction SMILES: [Br-:23].[C:1]([CH3:2])([CH3:3])([CH3:4])[O:5][C:6](=[O:7])[N:8]1[CH2:9][CH2:10][c:11]2[c:12]([c:15]([CH2:20][Cl:21])[c:16]([Cl:19])[cH:17][cH:18]2)[CH2:13][CH2:14]1.[CH2:24]1[O:25][CH2:26][CH2:27][CH2:28]1.[Li+:22]>>[C:1]([CH3:2])([CH3:3])([CH3:4])[O:5][C:6](=[O:7])[N:8]1[CH2:9][CH2:10][c:11]2[c:12]([c:15]([CH2:20][Br:23])[c:16]([Cl:19])[cH:17][cH:18]2)[CH2:13][CH2:14]1. The reactants are CN=C(NC#N)SC, NCCN, NCCNCc1cc[nH]n1. Product: CNC(=NCCNCc1cc[nH]n1)NC#N. RXN SMILES: [C:15](#[N:16])[NH:17][C:18]([S:19][CH3:20])=[N:21][CH3:22].[NH2:1][CH2:2][CH2:3][NH2:4].[nH:5]1[n:6][c:7]([CH2:10][NH:11][CH2:12][CH2:13][NH2:14])[cH:8][cH:9]1>>[nH:5]1[n:6][c:7]([CH2:10][NH:11][CH2:12][CH2:13][N:14]=[C:18]([NH:17][C:15]#[N:16])[NH:21][CH3:22])[cH:8][cH:9]1. The reactants are CCOC(=O)C1CCN(C2CCN(C(=O)C(Cc3cc(C)c(OCc4ccccc4)c(C)c3)OC(=O)N3CCC(N4CCc5ccccc5NC4=O)CC3)CC2)CC1, CCO, [H][H]. The product is CCOC(=O)C1CCN(C2CCN(C(=O)C(Cc3cc(C)c(O)c(C)c3)OC(=O)N3CCC(N4CCc5ccccc5NC4=O)CC3)CC2)CC1. Reaction SMILES: [CH2:1]([c:2]1[cH:3][cH:4][cH:5][cH:6][cH:7]1)[O:8][c:9]1[c:10]([CH3:58])[cH:11][c:12]([CH2:16][CH:17]([C:18](=[O:19])[N:20]2[CH2:21][CH2:22][CH:23]([N:26]3[CH2:27][CH2:28][CH:29]([C:32](=[O:33])[O:34][CH2:35][CH3:36])[CH2:30][CH2:31]3)[CH2:24][CH2:25]2)[O:37][C:38](=[O:39])[N:40]2[CH2:41][CH2:42][CH:43]([N:46]3[C:47](=[O:57])[NH:48][c:49]4[c:50]([cH:53][cH:54][cH:55][cH:56]4)[CH2:51][CH2:52]3)[CH2:44][CH2:45]2)[cH:13][c:14]1[CH3:15].[CH3:61][CH2:62][OH:63].[H:59][H:60]>>[OH:8][c:9]1[c:10]([CH3:58])[cH:11][c:12]([CH2:16][CH:17]([C:18](=[O:19])[N:20]2[CH2:21][CH2:22][CH:23]([N:26]3[CH2:27][CH2:28][CH:29]([C:32](=[O:33])[O:34][CH2:35][CH3:36])[CH2:30][CH2:31]3)[CH2:24][CH2:25]2)[O:37][C:38](=[O:39])[N:40]2[CH2:41][CH2:42][CH:43]([N:46]3[C:47](=[O:57])[NH:48][c:49]4[c:50]([cH:53][cH:54][cH:55][cH:56]4)[CH2:51][CH2:52]3)[CH2:44][CH2:45]2)[cH:13][c:14]1[CH3:15]. Starting materials: Cl (hydrochloric acid), O.[OH-].[Li+] (lithium hydroxide monohydrate), OC(C)(C)C=1N=C(NC1C(=O)OCC)CCC (ethyl 4-(1-hydroxy-1-methylethyl)-2-propylimidazole-5-carboxylate). Solvent: O (water), CO (methanol). Conditions: time 18 hour. Yields the product OC(C)(C)C=1N=C(NC1C(=O)O)CCC (4-(1-Hydroxy-1-methylethyl)-2-propylimidazole-5-carboxylic acid). Yield: 47.2%. As a reaction SMILES: O.[OH-].[Li+].[OH:4][C:5]([C:8]1[N:9]=[C:10]([CH2:18][CH2:19][CH3:20])[NH:11][C:12]=1[C:13]([O:15]CC)=[O:14])([CH3:7])[CH3:6].Cl>O.CO>[OH:4][C:5]([C:8]1[N:9]=[C:10]([CH2:18][CH2:19][CH3:20])[NH:11][C:12]=1[C:13]([OH:15])=[O:14])([CH3:7])[CH3:6] |f:0.1.2|. Procedure details: A solution of 0.28 g of lithium hydroxide monohydrate in 5 ml of water was added to a solution of 0.48 g of ethyl 4-(1-hydroxy-1-methylethyl)-2-propylimidazole-5-carboxylate (prepared as described in Preparation 9) in 5 ml of methanol, and the resulting mixture was stirred at room temperature for 18 hours. At the end of this time, the pH of the reaction mixture was adjusted to a value of 2.3 by adding 6.67 ml of 1N aqueous hydrochloric acid, and the mixture was concentrated by evaporation under ... Reactants: CCOC(=O)c1cc(C2CCN(C(=O)OCc3ccccc3)CC2)sc1N, [Cl-], Cl[Cu]Cl, CC(C)(C)ON=O, [NH4+]. The product is CCOC(=O)c1csc(C2CCN(C(=O)OCc3ccccc3)CC2)c1. As a reaction SMILES: [CH2:1]([c:2]1[cH:3][cH:4][cH:5][cH:6][cH:7]1)[O:8][C:9](=[O:10])[N:11]1[CH2:12][CH2:13][CH:14]([c:17]2[s:18][c:19]([NH2:27])[c:20]([C:22](=[O:23])[O:24][CH2:25][CH3:26])[cH:21]2)[CH2:15][CH2:16]1.[Cl-:35].[Cu:37]([Cl:38])[Cl:39].[N:28]([O:29][C:30]([CH3:31])([CH3:32])[CH3:33])=[O:34].[NH4+:36]>>[CH2:1]([c:2]1[cH:3][cH:4][cH:5][cH:6][cH:7]1)[O:8][C:9](=[O:10])[N:11]1[CH2:12][CH2:13][CH:14]([c:17]2[s:18][cH:19][c:20]([C:22](=[O:23])[O:24][CH2:25][CH3:26])[cH:21]2)[CH2:15][CH2:16]1.